Dataset: the Open Reaction Database (ORD), a public repository of structured organic reaction records. Task: describe an organic reaction: reactants, conditions, products, and yield Starting materials: O=C([O-])[O-], CO, [K+], [K+], [Na+], N#Cc1ccc(-c2nc(-c3ccc4c(c3)OCCO4)c(-c3ccccn3)[nH]2)cc1, OO, O=S([O-])O. Product: NC(=O)c1ccc(-c2nc(-c3ccc4c(c3)OCCO4)c(-c3ccccn3)[nH]2)cc1. Reaction SMILES: [C:30]([O-:31])(=[O:32])[O-:33].[CH3:43][OH:44].[K+:34].[K+:35].[Na+:42].[O:1]1[CH2:2][CH2:3][O:4][c:5]2[c:6]1[cH:7][cH:8][c:9](-[c:11]1[n:12][c:13](-[c:22]3[cH:23][cH:24][c:25]([C:26]#[N:27])[cH:28][cH:29]3)[nH:14][c:15]1-[c:16]1[n:17][cH:18][cH:19][cH:20][cH:21]1)[cH:10]2.[OH:36][OH:37].[S:38]([O-:39])([OH:40])=[O:41]>>[O:1]1[CH2:2][CH2:3][O:4][c:5]2[c:6]1[cH:7][cH:8][c:9](-[c:11]1[n:12][c:13](-[c:22]3[cH:23][cH:24][c:25]([C:26]([NH2:27])=[O:31])[cH:28][cH:29]3)[nH:14][c:15]1-[c:16]1[n:17][cH:18][cH:19][cH:20][cH:21]1)[cH:10]2. Starting materials: S1(CSCC1)=O (1,3-dithiolane-1-oxide), FC(C(=O)OC(C(F)(F)F)=O)(F)F (trifluoroacetic anhydride). The solvent is C1CCOC1 (THF). Product: FC(C(=O)[O-])(F)F.S1[CH+]SCC1 (1,3-dithiolan-2-ylium trifluoroacetate salt). Yield: 100.0%. As a reaction SMILES: [S:1]1(=O)[CH2:5][CH2:4][S:3][CH2:2]1.[F:7][C:8]([F:19])([F:18])[C:9]([O:11]C(=O)C(F)(F)F)=[O:10]>C1COCC1>[F:7][C:8]([F:19])([F:18])[C:9]([O-:11])=[O:10].[S:1]1[CH2:5][CH2:4][S:3][CH+:2]1 |f:3.4|. Reported procedure: To a stirred of solution of 1,3-dithiolane (4.8 g, 45 mmol) in methanol (225 mL) at 0° C. was added dropwise a solution of (9.6 g, 45 mmol) sodium periodate in water (70 mL). After stirring overnight the precipitated solids were removed by filtration and the filtrate was evaporated. The residue was dissolved in dichloromethane, dried over MgSO4 and the solvent was evaporated to dryness. The product was purified by column chromatography over silica gel and eluted with 2:1 EtOAc/n-heptane to obtai... Reactants: FC(C(C(=O)O)=C)(F)F (2-trifluoromethylacrylic acid), C(=C)OCC (ethyl vinyl ether). The solvent is CCOCC (Et2O). Conditions: time 15 minute. The product is FC(C(C(=O)OC(C)OCC)=C)(F)F (2-Ethoxy-2-ethyl trifluoromethacrylate). As a reaction SMILES: [F:1][C:2]([F:9])([F:8])[C:3](=[CH2:7])[C:4]([OH:6])=[O:5].[CH:10]([O:12][CH2:13][CH3:14])=[CH2:11]>CCOCC>[F:1][C:2]([F:9])([F:8])[C:3](=[CH2:7])[C:4]([O:6][CH:10]([O:12][CH2:13][CH3:14])[CH3:11])=[O:5]. Procedure details: 14.0 g of 2-trifluoromethylacrylic acid (2-TFMAA) and 30 g of ethyl vinyl ether were stirred at room temperature under nitrogen and using a DRY ICE condenser. The initial endotherm gave way to a mild exotherm to approximately 33° C. and some outgassing (reflux). The reaction was complete in 15 minutes. Et2O added. Organics were washed with 10% Na2CO3 (containing a small amount of NaOH), saturated NaHCO3 and finally brine followed by drying with MgSO4. Evaporated on rotary evaporator at 30° C. Yi... The reactants are O=C1CCN2C=CC=C12 (2,3-dihydro-1-oxo-1H-pyrrolizine), ice water, C=P(C1=CC=CC=C1)(C1=CC=CC=C1)C1=CC=CC=C1 (methylenetriphenylphosphorane), [H-].[Na+] (sodium hydride). Reagents/catalysts: [Br-].C[P+](C1=CC=CC=C1)(C1=CC=CC=C1)C1=CC=CC=C1 (methyl triphenylphosphonium bromide). Solvent: CS(=O)C (dimethylsulfoxide), CS(=O)C (dimethylsulfoxide). Product: C=C1CCN2C=CC=C12 (2,3-dihydro-1-methylene-1H-pyrrolizine). RXN SMILES: O=[C:2]1[C:9]2[N:5]([CH:6]=[CH:7][CH:8]=2)[CH2:4][CH2:3]1.[CH2:10]=P(C1C=CC=CC=1)(C1C=CC=CC=1)C1C=CC=CC=1.[H-].[Na+]>CS(C)=O.[Br-].C[P+](C1C=CC=CC=1)(C1C=CC=CC=1)C1C=CC=CC=1>[CH2:10]=[C:2]1[C:9]2[N:5]([CH:6]=[CH:7][CH:8]=2)[CH2:4][CH2:3]1 |f:2.3,5.6|. Procedure details: A solution of 2,3-dihydro-1-oxo-1H-pyrrolizine (16.1 g, 0.133 m); J. Org. Chem., 27 2468 (1962) ) in dried dimethylsulfoxide (60 ml) is added dropwise over ca. 10 minutes to a mixture of methylenetriphenylphosphorane (from methyl triphenylphosphonium bromide (57.2 g, 0.16 m), sodium hydride 60% dispersion (6.4 g, 0.16 m) and dimethylsulfoxide (256 ml) in the standard fashion (J. Org. Chem., 28 1128 (1963)) at ambient temperatures. After stirring for ca 2 hours, the mixture is heated in an oil-ba...